This data is from the Open Reaction Database (ORD), a public repository of structured organic reaction records. The task is: describe an organic reaction: reactants, conditions, products, and yield Product: C(=O)C=1C=C(C=CC1)C=1C=C(C(=O)O)C=C(C1OCOC)C1=CC(=CC=C1)C=O (3,5-Bis-(3-formylphenyl)-4-methoxymethoxybenzoic Acid). RXN SMILES: C([O:3][C:4](=[O:31])[C:5]1[CH:10]=[C:9]([C:11]2[CH:16]=[CH:15][CH:14]=[C:13]([CH:17]=[O:18])[CH:12]=2)[C:8]([O:19][CH2:20][O:21][CH3:22])=[C:7]([C:23]2[CH:28]=[CH:27][CH:26]=[C:25]([CH:29]=[O:30])[CH:24]=2)[CH:6]=1)C.CO.[OH-].[K+]>Cl.O>[CH:17]([C:13]1[CH:12]=[C:11]([C:9]2[CH:10]=[C:5]([CH:6]=[C:7]([C:23]3[CH:28]=[CH:27][CH:26]=[C:25]([CH:29]=[O:30])[CH:24]=3)[C:8]=2[O:19][CH2:20][O:21][CH3:22])[C:4]([OH:31])=[O:3])[CH:16]=[CH:15][CH:14]=1)=[O:18] |f:2.3|. The yield is 78.5%. Procedure: To a solution of 3,5-bis-(3-formylphenyl)-4-methoxymethoxybenzoic acid ethyl ester (960 mg, 2.12 mmol) in 3 HL MeOH was added 3 mL H2O and solid KOH (179 mg, 3.18 mmol). The reaction was refluxed for 5 to 6 hours then the cooled reaction mixture was diluted with 2N HCl and water. The aqueous solution was extracted with EtOAc (3×) and the combined organic layers were dried over Na2SO4. The solvent was removed in vacuo to give an oil that was flash chromatographed (10% MeOH:90% EtOAc) on silica ge... The reactants are C(C)OC(C1=CC(=C(C(=C1)C1=CC(=CC=C1)C=O)OCOC)C1=CC(=CC=C1)C=O)=O (3,5-bis-(3-formylphenyl)-4-methoxymethoxybenzoic acid ethyl ester), CO (MeOH), [OH-].[K+] (KOH). Run in Cl (HCl), O (water), O (H2O). Starting materials: O=[Ag], COCCC1(C(=O)NC(Cc2ccc([N+](=O)[O-])cc2)C(=O)OC)CCCC1, CI, CN(C)C=O. Product: COCCC1(C(=O)N(C)C(Cc2ccc([N+](=O)[O-])cc2)C(=O)OC)CCCC1. RXN SMILES: [Ag:35]=[O:36].[CH3:1][O:2][C:3]([CH:4]([NH:5][C:6](=[O:7])[C:8]1([CH2:13][CH2:14][O:15][CH3:16])[CH2:9][CH2:10][CH2:11][CH2:12]1)[CH2:17][c:18]1[cH:19][cH:20][c:21]([N+:24](=[O:25])[O-:26])[cH:22][cH:23]1)=[O:27].[CH3:28][I:29].[O:30]=[CH:31][N:32]([CH3:33])[CH3:34]>>[CH3:1][O:2][C:3]([CH:4]([N:5]([C:6](=[O:7])[C:8]1([CH2:13][CH2:14][O:15][CH3:16])[CH2:9][CH2:10][CH2:11][CH2:12]1)[CH3:28])[CH2:17][c:18]1[cH:19][cH:20][c:21]([N+:24](=[O:25])[O-:26])[cH:22][cH:23]1)=[O:27]. Procedure: 4-Methoxy-3-nitropyridine (8.17 g, 53.0 mmol) was transferred to a bomb in EtOH (5-10 mL). To this was added a solution of methylamine in EtOH (26.4 mL, 8.03M, 0.212 mol). The bomb was sealed and lowered into an oil bath at 120° C. The bath temperature fell to 90° C. and remained that way for 2 hours. The temperature was raised to 140° C. over 0.5 hour and held there 0.5 hour. The contents were transferred to a flask with EtOH (not very soluble) and the solvent was evaporated. Flash chromatograp... Reactants: COC1=C(C=NC=C1)[N+](=O)[O-] (4-Methoxy-3-nitropyridine), CN (methylamine). Yields the product CNC1=C(C=NC=C1)[N+](=O)[O-] (4-methylamino-3-nitropyridine). Run at temperature 140 celsius, time 0.5 hour. Solvent: CCO (EtOH), CCO (EtOH), CCO (EtOH). Isolated yield 88.0%. Reaction SMILES: CO[C:3]1[CH:8]=[CH:7][N:6]=[CH:5][C:4]=1[N+:9]([O-:11])=[O:10].[CH3:12][NH2:13]>CCO>[CH3:12][NH:13][C:3]1[CH:8]=[CH:7][N:6]=[CH:5][C:4]=1[N+:9]([O-:11])=[O:10]. The reactants are CN(C)C=O, Fc1ccccc1S, [Na+], [OH-], OC1CCCC1Nc1ncnc2c1ncn2C1OC(CCl)C(O)C1O. As a reaction SMILES: [CH3:36][N:37]([CH3:38])[CH:39]=[O:40].[F:1][c:2]1[c:3]([SH:8])[cH:4][cH:5][cH:6][cH:7]1.[Na+:35].[OH-:34].[OH:9][CH:10]1[CH:11]([NH:15][c:16]2[c:17]3[n:18][cH:19][n:20]([CH:25]4[O:26][CH:27]([CH2:32][Cl:33])[CH:28]([OH:31])[CH:29]4[OH:30])[c:21]3[n:22][cH:23][n:24]2)[CH2:12][CH2:13][CH2:14]1>>[F:1][c:2]1[c:3]([S:8][CH2:32][CH:27]2[O:26][CH:25]([n:20]3[cH:19][n:18][c:17]4[c:16]([NH:15][CH:11]5[CH:10]([OH:9])[CH2:14][CH2:13][CH2:12]5)[n:24][cH:23][n:22][c:21]43)[CH:29]([OH:30])[CH:28]2[OH:31])[cH:4][cH:5][cH:6][cH:7]1. Product: OC1CCCC1Nc1ncnc2c1ncn2C1OC(CSc2ccccc2F)C(O)C1O. Reactants: COC(=O)CC1=CC=CC=C1 (methyl 2-phenyl acetate), P(=O)([O-])([O-])[O-].[K+].[K+].[K+] (potassium phosphate). The solvent is C(C)O (ethanol). Reaction conditions: time 2 minute. The product is O[C@H](C(=O)OC)C1=CC=CC=C1 ((S)-methyl 2-hydroxy-2-phenylacetate). RXN SMILES: [CH3:1][O:2][C:3]([CH2:5][C:6]1[CH:11]=[CH:10][CH:9]=[CH:8][CH:7]=1)=[O:4].P([O-])([O-])([O-])=[O:13].[K+].[K+].[K+]>C(O)C>[OH:13][C@@H:5]([C:6]1[CH:11]=[CH:10][CH:9]=[CH:8][CH:7]=1)[C:3]([O:2][CH3:1])=[O:4] |f:1.2.3.4|. Procedure details: Experimental description: 90 mg methyl 2-phenyl acetate were dissolved in 500 μL ethanol and added to 240 mL potassium phosphate buffer pH 8.0. P450BM3 was added to the mixture at a final concentration of 2 μM. The mixture was split in 4 mL aliquots into 15 mL scintillation vials equipped with a stir bar. 500 μL of a 5 mM NADPH solution were added to each vial and stirred for 2 minutes. 500 μL of a cofactor regeneration solution containing 300 mM glucose-6-phosphate and 10 units/mL glucose-6-pho... Reactants: BrC(C(C(F)(F)F)=O)Br (3,3-dibromo-1,1,1-trifluoropropanone), [OH-].[Na+] (sodium hydroxide), C(C)(=O)[O-].[Na+] (sodium acetate), Br.Br.NCC(=N)N (aminoacetamidine dihydrobromide). The solvent is O (water), O (water), CO (methanol). Reaction conditions: temperature 20 celsius. Yields the product NC1=NC(=CN=C1)C(F)(F)F (2-Amino-6-trifluoromethylpyrazine). RXN SMILES: Br[CH:2](Br)[C:3](=O)[C:4]([F:7])([F:6])[F:5].C([O-])(=O)C.[Na+].Br.Br.[NH2:17][CH2:18][C:19]([NH2:21])=[NH:20].[OH-].[Na+]>O.CO>[NH2:21][C:19]1[CH:18]=[N:17][CH:2]=[C:3]([C:4]([F:7])([F:6])[F:5])[N:20]=1 |f:1.2,3.4.5,6.7|. Reported procedure: A mixture of 6.6 g. of 3,3-dibromo-1,1,1-trifluoropropanone, 60 ml. of water, and 6.6 g. sodium acetate was refluxed for about 10 minutes. The solution thus obtained was cooled and added dropwise to a solution of 6 g. of aminoacetamidine dihydrobromide in 90 ml. of methanol cooled to a temperature of about -30° C., followed by the addition of a solution of 3.6 g. of sodium hydroxide pellets in 25 ml. of water. The reaction mixture was stirred and warmed gradually to about 20° C. over a period of... The reactants are CCOC(=O)c1csc(CNC(=O)OC(C)(C)C)n1, CCO, [Na+], [OH-]. Yields the product CC(C)(C)OC(=O)NCc1nc(C(=O)O)cs1. As a reaction SMILES: [C:3]([CH3:4])([CH3:5])([CH3:6])[O:7][C:8](=[O:9])[NH:10][CH2:11][c:12]1[s:13][cH:14][c:15]([C:17](=[O:18])[O:19][CH2:20][CH3:21])[n:16]1.[CH3:22][CH2:23][OH:24].[Na+:2].[OH-:1]>>[C:3]([CH3:4])([CH3:5])([CH3:6])[O:7][C:8](=[O:9])[NH:10][CH2:11][c:12]1[s:13][cH:14][c:15]([C:17](=[O:18])[OH:19])[n:16]1.